Dataset: the Open Reaction Database (ORD), a public repository of structured organic reaction records. Task: describe an organic reaction: reactants, conditions, products, and yield Starting materials: C(C)(C)[C@@H]1N(CCC1=O)C(=O)OCC1=CC=CC=C1 (benzyl (2S)-2-isopropyl-3-oxopyrrolidine-1-carboxylate), [Cl-].[Ce+3].[Cl-].[Cl-] (cerium chloride), C1(CC1)[Mg]Br.C1CCOC1 (cyclopropylmagnesium bromide THF). Yields the product C1(CC1)[C@]1([C@@H](N(CC1)C(=O)OCC1=CC=CC=C1)C(C)C)O (benzyl (2S,3R)-3-cyclopropyl-3-hydroxy-2-isopropylpyrrolidine-1-carboxylate), oil. The yield is 63.0%. As a reaction SMILES: [Cl-].[Ce+3].[Cl-].[Cl-].[CH:5]1([Mg]Br)[CH2:7][CH2:6]1.C1COCC1.[CH:15]([C@H:18]1[C:22](=[O:23])[CH2:21][CH2:20][N:19]1[C:24]([O:26][CH2:27][C:28]1[CH:33]=[CH:32][CH:31]=[CH:30][CH:29]=1)=[O:25])([CH3:17])[CH3:16]>>[CH:5]1([C@:22]2([OH:23])[CH2:21][CH2:20][N:19]([C:24]([O:26][CH2:27][C:28]3[CH:29]=[CH:30][CH:31]=[CH:32][CH:33]=3)=[O:25])[C@H:18]2[CH:15]([CH3:16])[CH3:17])[CH2:7][CH2:6]1 |f:0.1.2.3,4.5|. Reported procedure: By an operation in the same manner as in Reference Example 3 and using cerium chloride (7.40 g), 0.5 mol/L cyclopropylmagnesium bromide—THF solution (52.8 mL) and benzyl (2S)-2-isopropyl-3-oxopyrrolidine-1-carboxylate (3.14 g), the title compound was obtained as colorless oil (yield: 2.31 g, yield: 63%). Reactants: O=C(Nc1c(C2CCCO2)cc(Br)cc1[N+](=O)[O-])C(F)(F)F, COC(C)(C)C, C1COCCO1, [Na+], [OH-]. Yields the product Nc1c(C2CCCO2)cc(Br)cc1[N+](=O)[O-]. RXN SMILES: [Br:1][c:2]1[cH:3][c:4]([N+:20](=[O:21])[O-:22])[c:5]([NH:13][C:14](=[O:15])[C:16]([F:17])([F:18])[F:19])[c:6]([CH:8]2[O:9][CH2:10][CH2:11][CH2:12]2)[cH:7]1.[C:31]([O:32][CH3:33])([CH3:34])([CH3:35])[CH3:36].[CH2:25]1[O:26][CH2:27][CH2:28][O:29][CH2:30]1.[Na+:24].[OH-:23]>>[Br:1][c:2]1[cH:3][c:4]([N+:20](=[O:21])[O-:22])[c:5]([NH2:13])[c:6]([CH:8]2[O:9][CH2:10][CH2:11][CH2:12]2)[cH:7]1. The reactants are FC1=CC=C(C=C1)C(C(=O)C1=CC=CC=C1)=O (1-(4-fluorophenyl)-2-phenylethan-1,2-dione), C(C)(=O)[O-].[NH4+] (ammonium acetate), [OH-].[NH4+] (ammonium hydroxide), C(C(C)C)=O (isobutyraldehyde). Solvent: C(C)(=O)O (acetic acid), C(C)(=O)OC(C)=O (acetic anhydride). Product: FC1=CC=C(C=C1)C1=C(N=C(N1)C(C)C)C1=CC=CC=C1 (5-(4-Fluorophenyl)-2-(1-methylethyl)-4-phenyl-1H-imidazole). As a reaction SMILES: [F:1][C:2]1[CH:7]=[CH:6][C:5]([C:8](=O)[C:9]([C:11]2[CH:16]=[CH:15][CH:14]=[CH:13][CH:12]=2)=O)=[CH:4][CH:3]=1.C([O-])(=O)C.[NH4+:22].[CH:23](=O)[CH:24]([CH3:26])[CH3:25].[OH-].[NH4+:29]>C(O)(=O)C.C(OC(=O)C)(=O)C>[F:1][C:2]1[CH:7]=[CH:6][C:5]([C:8]2[NH:29][C:23]([CH:24]([CH3:26])[CH3:25])=[N:22][C:9]=2[C:11]2[CH:16]=[CH:15][CH:14]=[CH:13][CH:12]=2)=[CH:4][CH:3]=1 |f:1.2,4.5|. Procedure details: To a stirred solution of 1-(4-fluorophenyl)-2-phenylethan-1,2-dione (1.0 g) in acetic acid (25 ml) and acetic anhydride (3 ml) containing ammonium acetate (5.0 g) was added isobutyraldehyde (0.5 g) and the reaction mixture was warmed to 110° for 2 h. The mixture was poured into aqueous ammonium hydroxide at 0° and the deposited solid was collected by filtration, then washed sequentially with ether and water then dried in vacuo to afford the title compound (1.09 g), λmax (EtOH) 252 (9550) and 287... Reactants: CC1=C2CCNCC2c2ccccc21, NC(=O)CCl. Product: CC(N)=O, CC1=C2CCNCC2c2ccccc21. RXN SMILES: [CH3:1][C:2]1=[C:14]2[CH:9]([c:8]3[c:3]1[cH:4][cH:5][cH:6][cH:7]3)[CH2:10][NH:11][CH2:12][CH2:13]2.[Cl:15][CH2:16][C:17](=[O:18])[NH2:19]>>[CH3:16][C:17](=[O:18])[NH2:19].[CH3:1][C:2]1=[C:14]2[CH:9]([c:8]3[c:3]1[cH:4][cH:5][cH:6][cH:7]3)[CH2:10][NH:11][CH2:12][CH2:13]2. Starting materials: CS(=O)(=O)NC=1C=C(C=CC1)C1=CC=C(C=C1)S(=O)(=O)N1C=C(C=C1)/C=C/C(=O)NOC1OCCCC1 ((E)-3-[1-(3′-methanesulfonylamino-biphenyl-4-sulfonyl)-1H-pyrrol-3-yl]-N-(tetrahydro-pyran-2-yloxy)-acrylamide), Cl (HCl). Run in CO (methanol). Run at time 48 hour. Product: ONC(\C=C\C1=CN(C=C1)S(=O)(=O)C1=CC=C(C=C1)C1=CC(=CC=C1)NS(=O)(=O)C)=O ((E)-N-hydroxy-3-[1-(3′-methanesulfonylamino-biphenyl-4-sulfonyl)-1H-pyrrol-3-yl]-acrylamide). Yield: 41.1%. Reaction SMILES: [CH3:1][S:2]([NH:5][C:6]1[CH:7]=[C:8]([C:12]2[CH:17]=[CH:16][C:15]([S:18]([N:21]3[CH:25]=[CH:24][C:23](/[CH:26]=[CH:27]/[C:28]([NH:30][O:31]C4CCCCO4)=[O:29])=[CH:22]3)(=[O:20])=[O:19])=[CH:14][CH:13]=2)[CH:9]=[CH:10][CH:11]=1)(=[O:4])=[O:3].Cl>CO>[OH:31][NH:30][C:28](=[O:29])/[CH:27]=[CH:26]/[C:23]1[CH:24]=[CH:25][N:21]([S:18]([C:15]2[CH:14]=[CH:13][C:12]([C:8]3[CH:9]=[CH:10][CH:11]=[C:6]([NH:5][S:2]([CH3:1])(=[O:4])=[O:3])[CH:7]=3)=[CH:17][CH:16]=2)(=[O:19])=[O:20])[CH:22]=1. Procedure details: A mixture of 0.334 g (E)-3-[1-(3′-methanesulfonylamino-biphenyl-4-sulfonyl)-1H-pyrrol-3-yl]-N-(tetrahydro-pyran-2-yloxy)-acrylamide with 11.0 ml methanol and 18.0 ml 1M aqueous HCl is stirred for 48 h. The suspension is evaporated and the solid is isolated and washed with water and diisopropylether. The crude product is purified by PLC plates chromatography. By this method 0.116 g of a red solid are obtained. Melting point: 137-148° C. The product is Nc1ccc2ccccc2c1F. As a reaction SMILES: [CH3:22][CH2:23][OH:24].[ClH:21].[F:1][c:2]1[c:3]([NH:12][C:13](=[O:14])[CH3:15])[cH:4][cH:5][c:6]2[cH:7][cH:8][cH:9][cH:10][c:11]12.[Na+:20].[O-:16][C:17]([OH:18])=[O:19]>>[F:1][c:2]1[c:3]([NH2:12])[cH:4][cH:5][c:6]2[cH:7][cH:8][cH:9][cH:10][c:11]12. The reactants are CCO, Cl, CC(=O)Nc1ccc2ccccc2c1F, [Na+], O=C([O-])O. The reactants are polyacrylamide, [OH-].[Na+] (sodium hydroxide), C(=O)NC=1SC=C(N1)CC(=O)O (2-(formylamino)-4-thiazoleacetic acid), N[C@@H]1C(N(C1C)S(=O)(=O)O)=O ((3S)-3-amino-4-methyl-2-oxo-1-azetidinesulfonic acid). Reaction conditions: time 20 hour. Product: C(=O)NC=1SC=C(N1)CC(=O)N[C@@H]1C(N(C1C)S(=O)(=O)O)=O ((3S)-3-[[[2-(formylamino)-4-thiazolyl]acetyl]amino]-4-methyl-2-oxo-1-azetidinesulfonic acid). RXN SMILES: [CH:1]([NH:3][C:4]1[S:5][CH:6]=[C:7]([CH2:9][C:10]([OH:12])=O)[N:8]=1)=[O:2].[NH2:13][C@H:14]1[CH:17]([CH3:18])[N:16]([S:19]([OH:22])(=[O:21])=[O:20])[C:15]1=[O:23].[OH-].[Na+]>>[CH:1]([NH:3][C:4]1[S:5][CH:6]=[C:7]([CH2:9][C:10]([NH:13][C@H:14]2[CH:17]([CH3:18])[N:16]([S:19]([OH:22])(=[O:20])=[O:21])[C:15]2=[O:23])=[O:12])[N:8]=1)=[O:2] |f:2.3|. Reported procedure: 100 mg. of a Escherichia coli acylase that is bound in a polyacrylamide matrix (Boehringer Mannheim) is mixed with an aqueous solution containing 4 mg. of 2-(formylamino)-4-thiazoleacetic acid and an aqueous solution containing 2 mg. of (3S)-3-amino-4-methyl-2-oxo-1-azetidinesulfonic acid, inner salt in a total volume of 2 ml. The pH of the reaction mixture is adjusted to pH 4.5 by the addition of 50 mmolar sodium hydroxide. The reaction mixture is incubated at 30° C. with shaking (60 rpm) for u...